This data is from the Open Reaction Database (ORD), a public repository of structured organic reaction records. The task is: describe an organic reaction: reactants, conditions, products, and yield The reactants are CC(C)(C)OC(=O)NC1=NC(c2cc([N+](=O)[O-])ccc2F)(C(F)F)COC1, CO, [H][H]. Product: CC(C)(C)OC(=O)NC1=NC(c2cc(N)ccc2F)(C(F)F)COC1. RXN SMILES: [C:1]([CH3:2])([CH3:3])([CH3:4])[O:5][C:6]([NH:7][C:8]1=[N:13][C:12]([c:14]2[c:15]([F:23])[cH:16][cH:17][c:18]([N+:20]([O-:21])=[O:22])[cH:19]2)([CH:24]([F:25])[F:26])[CH2:11][O:10][CH2:9]1)=[O:27].[CH3:30][OH:31].[H:28][H:29]>>[C:1]([CH3:2])([CH3:3])([CH3:4])[O:5][C:6]([NH:7][C:8]1=[N:13][C:12]([c:14]2[c:15]([F:23])[cH:16][cH:17][c:18]([NH2:20])[cH:19]2)([CH:24]([F:25])[F:26])[CH2:11][O:10][CH2:9]1)=[O:27]. Starting materials: ClCCl, O=[Cr](=O)([O-])Cl, OCC1COC(c2ccccc2)OC1, c1cc[nH+]cc1. Product: O=CC1COC(c2ccccc2)OC1. RXN SMILES: [Cl:26][CH2:27][Cl:28].[O:15]=[Cr:16]([Cl:17])([O-:18])=[O:19].[c:1]1([CH:7]2[O:8][CH2:9][CH:10]([CH2:13][OH:14])[CH2:11][O:12]2)[cH:2][cH:3][cH:4][cH:5][cH:6]1.[nH+:20]1[cH:21][cH:22][cH:23][cH:24][cH:25]1>>[c:1]1([CH:7]2[O:8][CH2:9][CH:10]([CH:13]=[O:14])[CH2:11][O:12]2)[cH:2][cH:3][cH:4][cH:5][cH:6]1. Starting materials: C(C1=CC=CC=C1)OC(=O)N(C)CCC(=O)OCC (ethyl 3-(N-benzyloxycarbonyl-N-methylamino)propionate), Cl (hydrochloric acid). Reagents/catalysts: [Pd] (palladium on carbon). Run in CO (methanol). The product is Cl.CNCCC(=O)OCC (ethyl 3-(methylamino)propionate hydrochloride). Reaction SMILES: C(O[C:9]([N:11]([CH2:13][CH2:14][C:15]([O:17][CH2:18][CH3:19])=[O:16])C)=O)C1C=CC=CC=1.[ClH:20]>[Pd].CO>[ClH:20].[CH3:9][NH:11][CH2:13][CH2:14][C:15]([O:17][CH2:18][CH3:19])=[O:16] |f:4.5|. Procedure details: A mixture of ethyl 3-(N-benzyloxycarbonyl-N-methylamino)propionate (8 g), 10% palladium on carbon (1.6 g, 50% wet), conc.-hydrochloric acid (5.1 ml) in methanol (160 ml) was stirred for 5 hours at room+temperature under hydrogen atmosphere. Catalyst was removed by filtration and mother liquor was concentrated in reduced pressure to give ethyl 3-(methylamino)propionate hydrochloride (4.31 g). Reactants: C(#N)C1=C(C=C(OC[C@](C(=O)NC2=CC(=C(C=C2)C#N)CO)(C)O)C=C1)F ((S)-3-(4-Cyano-3-fluorophenoxy)-N-(4-cyano-3-hydroxymethylphenyl)-2-hydroxy-2-methylpropionamide), [Cr](=O)(=O)([O-])Cl.[NH+]1=CC=CC=C1 (pyridinium chloro-chromate). The solvent is C(Cl)Cl (CH2Cl2). Product: C(#N)C1=C(C=C(OC[C@](C(=O)NC2=CC(=C(C=C2)C#N)C=O)(C)O)C=C1)F ((S)-3-(4-Cyano-3-fluorophenoxy)-N-(4-cyano-3-formylphenyl)-2-hydroxy-2-methyl-propionamide). Reaction SMILES: [C:1]([C:3]1[CH:26]=[CH:25][C:6]([O:7][CH2:8][C@@:9]([OH:24])([CH3:23])[C:10]([NH:12][C:13]2[CH:18]=[CH:17][C:16]([C:19]#[N:20])=[C:15]([CH2:21][OH:22])[CH:14]=2)=[O:11])=[CH:5][C:4]=1[F:27])#[N:2].[Cr](Cl)([O-])(=O)=O.[NH+]1C=CC=CC=1>C(Cl)Cl>[C:1]([C:3]1[CH:26]=[CH:25][C:6]([O:7][CH2:8][C@@:9]([OH:24])([CH3:23])[C:10]([NH:12][C:13]2[CH:18]=[CH:17][C:16]([C:19]#[N:20])=[C:15]([CH:21]=[O:22])[CH:14]=2)=[O:11])=[CH:5][C:4]=1[F:27])#[N:2] |f:1.2|. Procedure details: (S)-3-(4-Cyano-3-fluorophenoxy)-N-(4-cyano-3-hydroxymethylphenyl)-2-hydroxy-2-methylpropionamide (170 mg, 0.460 mmol) and pyridinium chloro-chromate (150 mg, 0.696 mmol) in anhydrous CH2Cl2 (10 ml) were stirred for 1 h 45 min at room temperature. Then the solvent was evaporated and the residue was purified by flash chromatography on silica gel (CH2Cl2/MeOH 96:4) to afford (S)-3-(4-Cyano-3-fluorophenoxy)-N-(4-cyano-3-formylphenyl)-2-hydroxy-2-methyl-propionamide. The reactants are ClC=1C(=NC2=CC=C(C=C2N1)C(=O)OC)C1=CC=C(C=C1)F (methyl 3-chloro-2-(4-fluorophenyl)quinoxaline-6-carboxylate), CCN(C(C)C)C(C)C (DIEA), N1=C(C=CC=C1)CN (pyridin-2-ylmethanamine). Solvent: CS(=O)C (DMSO). Run at temperature 90 celsius, time 8 hour. Yields the product FC1=CC=C(C=C1)C1=NC2=CC=C(C=C2N=C1NCC1=NC=CC=C1)C(=O)OC (methyl 2-(4-fluorophenyl)-3-[(pyridin-2-ylmethyl)amino]quinoxaline-6-carboxylate). Isolated yield 54.2%. RXN SMILES: Cl[C:2]1[C:3]([C:16]2[CH:21]=[CH:20][C:19]([F:22])=[CH:18][CH:17]=2)=[N:4][C:5]2[C:10]([N:11]=1)=[CH:9][C:8]([C:12]([O:14][CH3:15])=[O:13])=[CH:7][CH:6]=2.CCN(C(C)C)C(C)C.[N:32]1[CH:37]=[CH:36][CH:35]=[CH:34][C:33]=1[CH2:38][NH2:39]>CS(C)=O>[F:22][C:19]1[CH:20]=[CH:21][C:16]([C:3]2[C:2]([NH:39][CH2:38][C:33]3[CH:34]=[CH:35][CH:36]=[CH:37][N:32]=3)=[N:11][C:10]3[C:5](=[CH:6][CH:7]=[C:8]([C:12]([O:14][CH3:15])=[O:13])[CH:9]=3)[N:4]=2)=[CH:17][CH:18]=1. Reported procedure: To a solution of methyl 3-chloro-2-(4-fluorophenyl)quinoxaline-6-carboxylate (200 mg, 0.95 mmol) in DMSO (5 mL) was added DIEA (245 mg, 1.90 mmol) and pyridin-2-ylmethanamine (124 mg, 1.15 mmol), and the reaction was stirred overnight at 90° C. in an oil bath. The solids were precipitated from water (50 mL), collected by filtration, washed with AcOEt (10 mL), and dried to afford methyl 2-(4-fluorophenyl)-3-[(pyridin-2-ylmethyl)amino]quinoxaline-6-carboxylate as a yellow solid (200 mg, 81%).